This data is from the Open Reaction Database (ORD), a public repository of structured organic reaction records. The task is: describe an organic reaction: reactants, conditions, products, and yield The reactants are C(C1=CC=CC=C1)N1C[C@H](OC[C@@H]1C)COC ((2S,5S)-4-benzyl-2-methoxymethyl-5-methylmorpholine), Cl (hydrochloric acid). The reagents and catalysts are [C].[Pd] (palladium-carbon). Run in CO (methanol). Yields the product Cl.COC[C@@H]1CN[C@H](CO1)C ((2S,5S)-2-methoxymethyl-5-methylmorpholine hydrochloride). RXN SMILES: C([N:8]1[C@@H:13]([CH3:14])[CH2:12][O:11][C@H:10]([CH2:15][O:16][CH3:17])[CH2:9]1)C1C=CC=CC=1.[ClH:18]>[C].[Pd].CO>[ClH:18].[CH3:17][O:16][CH2:15][C@H:10]1[O:11][CH2:12][C@H:13]([CH3:14])[NH:8][CH2:9]1 |f:2.3,5.6|. Reported procedure: A solution of (2S,5S)-4-benzyl-2-methoxymethyl-5-methylmorpholine (0.86 g) in a mixture of concentrated hydrochloric acid (0.31 ml) and methanol (8.6 ml) was hydrogenated over 10% palladium-carbon (50% wet, 0.2 g) at room temperature under atmospheric pressure for 3 hours. After removal of the catalyst by filtration through Celite®, the filtrate was concentrated under reduced pressure to give (2S,5S)-2-methoxymethyl-5-methylmorpholine hydrochloride (0.71 g) as an oil.